Dataset: the Open Reaction Database (ORD), a public repository of structured organic reaction records. Task: describe an organic reaction: reactants, conditions, products, and yield Run in CO (MeOH), CCOC(=O)C (EtOAc), O (water). Isolated yield 95.9%. Reaction conditions: time 30 minute. Procedure details: Sodium hydroxide (40 mL, 6.25 M solution) was added to a stirred solution of 4,6-dichloronicotinic acid ethyl ester (22) (25.95 g, 118 mmol) in 4:1:1 THF:MeOH:water (600 mL). After 30 minutes, the reaction mixture was acidified to pH 2 with concentrated HCl, diluted with 1:1 EtOAc:Et2O and washed with water and brine. The organic layer was dried (Na2SO4) and concentrated. The resulting off-white solid was twice concentrated from toluene to give the desired product (23) as a white solid (21.73 g,... The reactants are [OH-].[Na+] (Sodium hydroxide), C(C)OC(C1=CN=C(C=C1Cl)Cl)=O (4,6-dichloronicotinic acid ethyl ester), C1CCOC1 (THF), Cl (HCl). Reaction SMILES: [OH-].[Na+].C([O:5][C:6](=[O:15])[C:7]1[C:12]([Cl:13])=[CH:11][C:10]([Cl:14])=[N:9][CH:8]=1)C.C1COCC1.Cl>CCOC(C)=O.O.CO>[Cl:13][C:12]1[C:7]([C:6]([OH:15])=[O:5])=[CH:8][N:9]=[C:10]([Cl:14])[CH:11]=1 |f:0.1|. Product: ClC1=CC(=NC=C1C(=O)O)Cl (4,6-dichloronicotinic acid). The reactants are N[C@@H](CC1=CC=CC=C1)C(=O)O (L-phenylalanine), C([O-])([O-])=O.[K+].[K+] (potassium carbonate), O (water), C(C1=CC=CC=C1)Cl (benzyl chloride). Solvent: C(C)O (ethanol). Run at temperature 90 celsius. Product: C(C1=CC=CC=C1)OC([C@@H](N(CC1=CC=CC=C1)CC1=CC=CC=C1)CC1=CC=CC=C1)=O (N,N-Dibenzyl-(L)-phenylalanine Benzyl Ester). RXN SMILES: [NH2:1][C@H:2]([C:10]([OH:12])=[O:11])[CH2:3][C:4]1[CH:9]=[CH:8][CH:7]=[CH:6][CH:5]=1.C(=O)([O-])[O-].[K+].[K+].O.[CH2:20](Cl)[C:21]1[CH:26]=[CH:25][CH:24]=[CH:23][CH:22]=1>C(O)C>[CH2:20]([O:11][C:10](=[O:12])[C@H:2]([CH2:3][C:4]1[CH:9]=[CH:8][CH:7]=[CH:6][CH:5]=1)[N:1]([CH2:3][C:4]1[CH:9]=[CH:8][CH:7]=[CH:6][CH:5]=1)[CH2:20][C:21]1[CH:26]=[CH:25][CH:24]=[CH:23][CH:22]=1)[C:21]1[CH:26]=[CH:25][CH:24]=[CH:23][CH:22]=1 |f:1.2.3|. Procedure details: A solution containing L-phenylalanine (161 kg, 975 moles), potassium carbonate (445 kg, 3220 moles), water (675 L), ethanol (340 L), and benzyl chloride (415 kg, 3275 moles) was heated to 90±15° C. for 10-24 hours. The reaction mixture was cooled to 60° C. and the lower aqueous layer was removed. Heptane (850 L) and water (385 L) were added to the organics, stirred, and the layers separated. The organics were then washed once with a water/methanol mixture (150 L/150 L). The organics were then st... Starting materials: CC1(CN(C(C1)=O)[C@H](C)C1=CC=CC=C1)C(=O)OC (methyl 3-methyl-5-oxo-1-[(R)-1-phenylethyl]pyrrolidin-3-yl-carboxylate), C(C)I (ethyl iodide), C(C)(C)[N-]C(C)C.[Li+] (lithium diisopropyl amide), C(C)C1=CC=CC=C1 (ethylbenzene), Example 31. The solvent is CCCCCCC (heptane), O1CCCC1 (tetrahydrofuran), CN(P(N(C)C)(N(C)C)=O)C (hexamethylphosphoric triamide), O1CCCC1 (tetrahydrofuran). Reaction conditions: temperature -78 celsius, time 30 minute. The product is C(C)C1C(CN(C1=O)[C@H](C)C1=CC=CC=C1)(C)C(=O)OC (Methyl 4-ethyl-3-methyl-5-oxo-1-[(R)-1-phenylethyl]pyrrolidin-3-yl-carboxylate). Reaction SMILES: [CH3:1][C:2]1([C:16]([O:18][CH3:19])=[O:17])[CH2:6][C:5](=[O:7])[N:4]([C@@H:8]([C:10]2[CH:15]=[CH:14][CH:13]=[CH:12][CH:11]=2)[CH3:9])[CH2:3]1.[CH:20]([N-]C(C)C)(C)[CH3:21].[Li+].C(C1C=CC=CC=1)C.C(I)C>O1CCCC1.CCCCCCC.CN(C)P(=O)(N(C)C)N(C)C>[CH2:20]([CH:6]1[C:5](=[O:7])[N:4]([C@@H:8]([C:10]2[CH:15]=[CH:14][CH:13]=[CH:12][CH:11]=2)[CH3:9])[CH2:3][C:2]1([C:16]([O:18][CH3:19])=[O:17])[CH3:1])[CH3:21] |f:1.2|. Procedure details: To a solution of the methyl 3-methyl-5-oxo-1-[(R)-1-phenylethyl]pyrrolidin-3-yl-carboxylate (stereoisomer A) produced in Reference Example 31 (19.86 g, 76.0 mmol) and hexamethylphosphoric triamide (30 mL) in tetrahydrofuran (300 mL), a solution of lithium diisopropyl amide in heptane, tetrahydrofuran, and ethylbenzene (1.8M, 63.3 mL, 113.9 mmol) was gradually added in 15 minutes at −78° C. After stirring the mixture at −78° C. for 30 minutes, ethyl iodide (12.2 mL, 152.0 mmol) was added dropwise... Reactants: FC1=C(C=C(C(=C1)[N+](=O)[O-])C)OC (2-fluoro-5-methyl-4-nitroanisole). The reagents and catalysts are [Pd] (palladium on carbon). Solvent: O1C(CCC1)CCO (tetrahydrofuran-ethanol). Reaction conditions: time 5 hour. The product is FC=1C(=CC(=C(N)C1)C)OC (5-Fluoro-4-methoxy-2-methylaniline). Yield: 101.2%. As a reaction SMILES: [F:1][C:2]1[CH:7]=[C:6]([N+:8]([O-])=O)[C:5]([CH3:11])=[CH:4][C:3]=1[O:12][CH3:13]>O1CCCC1CCO.[Pd]>[F:1][C:2]1[C:3]([O:12][CH3:13])=[CH:4][C:5]([CH3:11])=[C:6]([CH:7]=1)[NH2:8]. Procedure details: To a solution of 2-fluoro-5-methyl-4-nitroanisole (100 mg) in tetrahydrofuran-ethanol (1/1, 3 mL) was added 10% palladium on carbon powder (56.5 wt % aqueous, 30 mg) under cooling with ice, and the mixture was stirred at room temperature for 5 hours under a hydrogen atmosphere. The reaction mixture was filtered through celite (registered trademark). The filtrate was concentrated under reduced pressure to obtain the title compound (84.8 mg). Reactants: Cc1noc(-c2ccc(Br)cc2)c1C(=O)CCCc1ccccc1, CCOC(=O)C1(c2ccc(B3OC(C)(C)C(C)(C)O3)cc2)CC1, Cl[Pd]Cl, c1ccc(P(c2ccccc2)c2ccccc2)cc1, c1ccc(P(c2ccccc2)c2ccccc2)cc1. Product: CCOC(=O)C1(c2ccc(-c3ccc(-c4onc(C)c4C(=O)CCCc4ccccc4)cc3)cc2)CC1. RXN SMILES: [Br:1][c:2]1[cH:3][cH:4][c:5](-[c:8]2[c:9]([C:14]([CH2:15][CH2:16][CH2:17][c:18]3[cH:19][cH:20][cH:21][cH:22][cH:23]3)=[O:24])[c:10]([CH3:13])[n:11][o:12]2)[cH:6][cH:7]1.[CH2:25]([CH3:26])[O:27][C:28](=[O:29])[C:30]1([c:33]2[cH:34][cH:35][c:36]([B:39]3[O:40][C:41]([CH3:42])([CH3:43])[C:44]([CH3:45])([CH3:46])[O:47]3)[cH:37][cH:38]2)[CH2:31][CH2:32]1.[Pd:48]([Cl:49])[Cl:50].[c:51]1([P:52]([c:53]2[cH:54][cH:55][cH:56][cH:57][cH:58]2)[c:59]2[cH:60][cH:61][cH:62][cH:63][cH:64]2)[cH:65][cH:66][cH:67][cH:68][cH:69]1.[c:70]1([P:71]([c:72]2[cH:73][cH:74][cH:75][cH:76][cH:77]2)[c:78]2[cH:79][cH:80][cH:81][cH:82][cH:83]2)[cH:84][cH:85][cH:86][cH:87][cH:88]1>>[c:2]1(-[c:36]2[cH:35][cH:34][c:33]([C:30]3([C:28]([O:27][CH2:25][CH3:26])=[O:29])[CH2:31][CH2:32]3)[cH:38][cH:37]2)[cH:3][cH:4][c:5](-[c:8]2[c:9]([C:14]([CH2:15][CH2:16][CH2:17][c:18]3[cH:19][cH:20][cH:21][cH:22][cH:23]3)=[O:24])[c:10]([CH3:13])[n:11][o:12]2)[cH:6][cH:7]1. Starting materials: C([O-])(O)=O.[Na+] (sodium bicarbonate), II (iodine), II (Iodine), C(CCCCCCCCCC#C)O (11-DODECYN-1-OL), N1C=NC=C1 (imidazole), C1(=CC=CC=C1)P(C1=CC=CC=C1)C1=CC=CC=C1 (triphenylphosphine), S(=O)([O-])[O-].[Na+].[Na+] (sodium sulfite). Solvent: C1(=CC=CC=C1)C (toluene). Reaction conditions: time 25 minute. The product is ICCCCCCCCCCC#C (12-IODO-1-DODECYNE). Yield: 55.0%. RXN SMILES: [I:1]I.[CH2:3](O)[CH2:4][CH2:5][CH2:6][CH2:7][CH2:8][CH2:9][CH2:10][CH2:11][CH2:12][C:13]#[CH:14].N1C=CN=C1.C1(P(C2C=CC=CC=2)C2C=CC=CC=2)C=CC=CC=1.C(=O)(O)[O-].[Na+].S([O-])([O-])=O.[Na+].[Na+]>C1(C)C=CC=CC=1>[I:1][CH2:3][CH2:4][CH2:5][CH2:6][CH2:7][CH2:8][CH2:9][CH2:10][CH2:11][CH2:12][C:13]#[CH:14] |f:4.5,6.7.8|. Reported procedure: Iodine (43.16 g, 170 mmol, 2.0 eq) was added to a suspension of distilled alcohol 61 (15.50 g, 85 mmol), imidazole (17.36 g, 255 mmol, 3.0 eq), and triphenylphosphine (66.90 g, 255 mmol, 3.0 eq) in dry toluene (425 mL, stored over molecular sieves). The reaction mixture was heated at reflux with vigorous stirring for 25 min, generating a yellow solution with a oily black precipitate. After cooling to 25°, saturated aqueous sodium bicarbonate (200 mL) and iodine (23.73 g, 93.5 mmol, 1.1 eq) were ... Reactants: C1(=CC=CC=C1)C1=NNC2=CC=C(C=C12)Cl (3-phenyl-5-chloroindazole), Cl.C(C)N(CC)CCCl (diethylaminoethyl chloride hydrochloride). The product is Cl.C(C)N(C(C)C1=C2C(=NNC2=CC=C1Cl)C1=CC=CC=C1)CC (1-diethylaminoethyl-3-phenyl-5-chloroindazole hydrochloride). The yield is 140.1%. Reaction SMILES: [C:1]1([C:7]2[C:15]3[C:10](=[CH:11][CH:12]=[C:13]([Cl:16])[CH:14]=3)[NH:9][N:8]=2)[CH:6]=[CH:5][CH:4]=[CH:3][CH:2]=1.Cl.[CH2:18]([N:20]([CH2:23][CH2:24]Cl)[CH2:21][CH3:22])[CH3:19]>>[ClH:16].[CH2:18]([N:20]([CH2:23][CH3:24])[CH:21]([C:14]1[C:13]([Cl:16])=[CH:12][CH:11]=[C:10]2[C:15]=1[C:7]([C:1]1[CH:2]=[CH:3][CH:4]=[CH:5][CH:6]=1)=[N:8][NH:9]2)[CH3:22])[CH3:19] |f:1.2,3.4|. Reported procedure: By the procedure similar to that described in Example 1, 3-phenyl-5-chloroindazole (4.57 g) and diethylaminoethyl chloride hydrochloride (5.16 g) were treated to obtain 5.1 g of 1-diethylaminoethyl-3-phenyl-5-chloroindazole hydrochloride (m.p. 185°-186° C).